This data is from the Open Reaction Database (ORD), a public repository of structured organic reaction records. The task is: describe an organic reaction: reactants, conditions, products, and yield Starting materials: C1(CC1)S(=O)(=O)N (cyclopropanesulfonic acid amide), C1CCC2=NCCCN2CC1 (DBU), CCN=C=NCCCN(C)C (EDAC), C(CCCC=C)N(C(=O)C1C(CC(C1)O)C(=O)NC1(C(C1)C=C)C(=O)O)C (1-{[2-(Hex-5-enylmethylcarbamoyl)-4-hydroxycyclopentanecarbonyl]amino}-2-vinylcyclopropanecarboxylic acid). The reagents and catalysts are CN(C)C=1C=CN=CC1 (DMAP). The solvent is CN(C)C=O (DMF), C(Cl)Cl (DCM), C(Cl)Cl (DCM), CN(C)C=O (DMF). Reaction conditions: time 10 minute. Product: C1(CC1)S(=O)(=O)NC(=O)C1(C(C1)C=C)NC(=O)C1C(CC(C1)O)C(=O)N(C)CCCCC=C (2-(Hex-5-enyl-methyl-amino-carbonyl)-4-hydroxy-cyclopentanecarboxylic acid (1-cyclopropanesulfonylamino carbonyl-2-vinyl-cyclopropyl)-amide). The yield is 76.8%. As a reaction SMILES: [CH2:1]([N:7]([CH3:27])[C:8]([CH:10]1[CH2:14][CH:13]([OH:15])[CH2:12][CH:11]1[C:16]([NH:18][C:19]1([C:24](O)=[O:25])[CH2:21][CH:20]1[CH:22]=[CH2:23])=[O:17])=[O:9])[CH2:2][CH2:3][CH2:4][CH:5]=[CH2:6].CCN=C=NCCCN(C)C.[CH:39]1([S:42]([NH2:45])(=[O:44])=[O:43])[CH2:41][CH2:40]1.C1CCN2C(=NCCC2)CC1>CN(C=O)C.CN(C1C=CN=CC=1)C.C(Cl)Cl>[CH:39]1([S:42]([NH:45][C:24]([C:19]2([NH:18][C:16]([CH:11]3[CH2:12][CH:13]([OH:15])[CH2:14][CH:10]3[C:8]([N:7]([CH2:1][CH2:2][CH2:3][CH2:4][CH:5]=[CH2:6])[CH3:27])=[O:9])=[O:17])[CH2:21][CH:20]2[CH:22]=[CH2:23])=[O:25])(=[O:44])=[O:43])[CH2:41][CH2:40]1. Procedure details: The crude acid 20a (410 mg, 1.09 mmol) was dissolved in DMF (1.5 ml) and DCM (4.5 ml) followed by addition of EDAC (417 mg, 2.18 mmol) at room temperature. The mixture was allowed to incubate with stirring at room temperature. After 10 min, DMAP (133 mg, 1.09 mmol) was added followed by another 20 min incubation at room temperature. Subsequently, a pre-mixed solution of cyclopropanesulfonic acid amide (527 mg, 4.36 mmol) and DBU (663 mg, 4.36 mmol) in DMF (2 ml) and DCM (2 ml) was added followed...